This data is from the Open Reaction Database (ORD), a public repository of structured organic reaction records. The task is: describe an organic reaction: reactants, conditions, products, and yield Starting materials: Cc1ccn2nc(C=O)nc2n1, CS(C)=O, CCc1cc(CCC2(C3CCCC3)CC(=O)CC(=O)O2)ccc1O. Product: CCc1cc(CCC2(C3CCCC3)CC(O)=C(Cc3nc4nc(C)ccn4n3)C(=O)O2)ccc1O. Reaction SMILES: [CH3:1][c:2]1[n:3][c:4]2[n:5]([cH:6][cH:7]1)[n:8][c:9]([CH:11]=[O:12])[n:10]2.[CH3:37][S:38]([CH3:39])=[O:40].[CH:13]1([C:18]2([CH2:26][CH2:27][c:28]3[cH:29][c:30]([CH2:35][CH3:36])[c:31]([OH:34])[cH:32][cH:33]3)[CH2:19][C:20](=[O:25])[CH2:21][C:22](=[O:24])[O:23]2)[CH2:14][CH2:15][CH2:16][CH2:17]1>>[CH3:1][c:2]1[n:3][c:4]2[n:5]([cH:6][cH:7]1)[n:8][c:9]([CH2:11][C:21]1=[C:20]([OH:25])[CH2:19][C:18]([CH:13]3[CH2:14][CH2:15][CH2:16][CH2:17]3)([CH2:26][CH2:27][c:28]3[cH:29][c:30]([CH2:35][CH3:36])[c:31]([OH:34])[cH:32][cH:33]3)[O:23][C:22]1=[O:24])[n:10]2. Reactants: NC=1NC(C(=C(N1)C1=CC=CC=C1)C#N)=S (2-amino-4-phenyl-6-thioxo-1,6-dihydro-pyrimidine-5-carbonitrile), C(CC1=CC=CC=C1)Br (phenethyl bromide), CC[O-].[Na+] (sodium ethylate). The solvent is C(C)O (ethanol). Product: NC1=NC(=C(C(=N1)SCCC1=CC=CC=C1)C#N)C1=CC=CC=C1 (2-Amino-4-phenethylsulfanyl-6-phenyl-pyrimidine-5-carbonitrile). Reaction SMILES: [NH2:1][C:2]1[NH:3][C:4](=[S:16])[C:5]([C:14]#[N:15])=[C:6]([C:8]2[CH:13]=[CH:12][CH:11]=[CH:10][CH:9]=2)[N:7]=1.[CH2:17](Br)[CH2:18][C:19]1[CH:24]=[CH:23][CH:22]=[CH:21][CH:20]=1.CC[O-].[Na+]>C(O)C>[NH2:1][C:2]1[N:3]=[C:4]([S:16][CH2:17][CH2:18][C:19]2[CH:24]=[CH:23][CH:22]=[CH:21][CH:20]=2)[C:5]([C:14]#[N:15])=[C:6]([C:8]2[CH:13]=[CH:12][CH:11]=[CH:10][CH:9]=2)[N:7]=1 |f:2.3|. Reported procedure: From 2-amino-4-phenyl-6-thioxo-1,6-dihydro-pyrimidine-5-carbonitrile, phenethyl bromide and sodium ethylate in ethanol. ES-MS m/e (%): 333 (M+H+, 100). Starting materials: BrC1=NC=CC=C1 (2-Bromopyridine), O (water), [Li]CCCC (BuLi), C(C)OC(=O)C=1C=NC2=C(C=CC=C2C1Cl)C(F)(F)F (4-Chloro-8-(trifluoromethyl)-3-quinolinecarboxylic acid ethyl ester). The solvent is C1CCOC1 (THF), C1CCOC1 (THF). Reaction conditions: temperature -78 celsius, time 30 minute. Product: ClC1=C(C=NC2=C(C=CC=C12)C(F)(F)F)C(=O)C1=NC=CC=C1 ((4-chloro-8-trifluoromethyl-quinolin-3-yl)-pyridin-2-yl-methanone). Isolated yield 37.1%. As a reaction SMILES: Br[C:2]1[CH:7]=[CH:6][CH:5]=[CH:4][N:3]=1.[Li]CCCC.C(O[C:16]([C:18]1[CH:19]=[N:20][C:21]2[C:26]([C:27]=1[Cl:28])=[CH:25][CH:24]=[CH:23][C:22]=2[C:29]([F:32])([F:31])[F:30])=[O:17])C.O>C1COCC1>[Cl:28][C:27]1[C:26]2[C:21](=[C:22]([C:29]([F:30])([F:31])[F:32])[CH:23]=[CH:24][CH:25]=2)[N:20]=[CH:19][C:18]=1[C:16]([C:2]1[CH:7]=[CH:6][CH:5]=[CH:4][N:3]=1)=[O:17]. Procedure details: 2-Bromopyridine (0.74 mL, 7.90 mmol) was taken into THF (30 mL) and cooled to −78° C. Then BuLi (4.8 mL, 7.90 mmol, 1.6 M solution in hexane) was added dropwise and then stirred for 30 minutes. Next, 4-Chloro-8-(trifluoromethyl)-3-quinolinecarboxylic acid ethyl ester (2.0 g, 6.58 mmol) in THF (10 mL) was added rapidly and stirred at −78° C. for 4 hours. The reaction was poured into water/saturated NH4Cl solution and then extracted with ethyl acetate. The organic layer was dried over MgSO4, filte... Starting materials: FC=1C=C(C(C(=O)O)=CC1)O (4-fluorosalicylic acid), C(C(=O)Cl)(=O)Cl (oxalyl chloride), [OH-].[NH4+] (ammonium hydroxide). Reagents/catalysts: CN(C)C=O (DMF). The solvent is C1CCOC1 (THF), C1CCOC1 (THF). Run at time 2 hour. The product is FC1=CC(=C(C(=O)N)C=C1)O (4-Fluoro-2-hydroxybenzamide). Reaction SMILES: [F:1][C:2]1[CH:3]=[C:4]([OH:11])[C:5](=[CH:9][CH:10]=1)[C:6](O)=[O:7].C(Cl)(=O)C(Cl)=O.[OH-].[NH4+:19]>CN(C=O)C.C1COCC1>[F:1][C:2]1[CH:10]=[CH:9][C:5]([C:6]([NH2:19])=[O:7])=[C:4]([OH:11])[CH:3]=1 |f:2.3|. Reported procedure: DMF (2 drops) was added to a mixture of 4-fluorosalicylic acid (5 g, 32.0 mmol) and oxalyl chloride (7.11 mL, 80.1 mmol) in THF (35 mL). The mixture was stirred for 2 hours then reduced in vacuo. The residue was dissolved in THF (20 mL) and added dropwise to concentrated ammonium hydroxide solution (30 mL) at 0° C. The reaction was stirred at RT for 20 hours and the THF removed in vacuo. The residue was acidified and a white solid was filtered off. The solid was dissolved in ethyl acetate (80 mL... The reactants are Clc1ccc(-c2cccnc2)nn1, C1CCN(C2CCNCC2)C1. Yields the product c1cncc(-c2ccc(N3CCC(N4CCCC4)CC3)nn2)c1. RXN SMILES: [Cl:1][c:2]1[n:3][n:4][c:5](-[c:8]2[cH:9][n:10][cH:11][cH:12][cH:13]2)[cH:6][cH:7]1.[N:14]1([CH:19]2[CH2:20][CH2:21][NH:22][CH2:23][CH2:24]2)[CH2:15][CH2:16][CH2:17][CH2:18]1>>[c:2]1([N:22]2[CH2:21][CH2:20][CH:19]([N:14]3[CH2:15][CH2:16][CH2:17][CH2:18]3)[CH2:24][CH2:23]2)[n:3][n:4][c:5](-[c:8]2[cH:9][n:10][cH:11][cH:12][cH:13]2)[cH:6][cH:7]1.